From a dataset of the Open Reaction Database (ORD), a public repository of structured organic reaction records. describe an organic reaction: reactants, conditions, products, and yield Reactants: N#CCC(N)=O, CC(=O)O, CCO, C1CCNCC1, O=Cc1cc(O)c(O)c([N+](=O)[O-])c1. Yields the product N#CC(=Cc1cc(O)c(O)c([N+](=O)[O-])c1)C(N)=O. As a reaction SMILES: [C:14](#[N:15])[CH2:16][C:17](=[O:18])[NH2:19].[C:20]([OH:21])(=[O:22])[CH3:23].[CH3:30][CH2:31][OH:32].[NH:24]1[CH2:25][CH2:26][CH2:27][CH2:28][CH2:29]1.[OH:1][c:2]1[cH:3][c:4]([CH:5]=[O:6])[cH:7][c:8]([N+:11](=[O:12])[O-:13])[c:9]1[OH:10]>>[OH:1][c:2]1[cH:3][c:4]([CH:5]=[C:16]([C:14]#[N:15])[C:17](=[O:18])[NH2:19])[cH:7][c:8]([N+:11](=[O:12])[O-:13])[c:9]1[OH:10]. Reactants: BrC1=CC(=C(C(=O)OC)C=C1F)O (methyl 4-bromo-5-fluoro-2-hydroxybenzoate). Run in C1CCOC1 (THF). Yields the product BrC=1C(=CC(=C(C1)O)CO)F (5-BROMO-4-FLUORO-2-(HYDROXYMETHYL)PHENOL). Reaction SMILES: [Br:1][C:2]1[C:11]([F:12])=[CH:10][C:5]([C:6](OC)=[O:7])=[C:4]([OH:13])[CH:3]=1>C1COCC1>[Br:1][C:2]1[C:11]([F:12])=[CH:10][C:5]([CH2:6][OH:7])=[C:4]([OH:13])[CH:3]=1. Reported procedure: Preparation according to Preparation 21, using methyl 4-bromo-5-fluoro-2-hydroxybenzoate (2.1 g, 8.4 mmol), borane tetrahydrofuran complex (31.0 ml, 31.0 mmol) and dry THF. Yield: 3.3 g (not pure). ESIMS: m/z 221 (M+H)+, 219 (M+H)+. Yields the product ClC(OC1=CC=C(C=C1)NC(C1=CN=C(C(=C1)C1=CC=NN1)NCC[C@@H](CO)O)=O)(F)F ((S)—N-(4-(Chlorodifluoromethoxy)phenyl)-6-((3,4-dihydroxybutyl)amino)-5-(1H-pyrazol-5-yl)nicotinamide). Procedure: The title compound was prepared by chiral separation (Preparative chiral SFC, ChiralPak® AD-H, 250×30 mm, mobile phase: CO2/EtOH (3:2), flow rate: 50 mL/min, back pressure: 100 bar, column temperature: 38° C., wavelength: 220 nm, cycle time: 6.0 min) of a racemic mixture of N-(4-(chlorodifluoromethoxy)phenyl)-6-((3,4-dihydroxybutyl)amino)-5-(1H-pyrazol-5-yl)nicotinamide (Example 100), faster eluting isomer (Peak 1). Or alternatively in an analogous fashion to that described in Example 97 using (... Reactants: C(=O)=O.CCO (CO2 EtOH), ClC(OC1=CC=C(C=C1)NC(C1=CN=C(C(=C1)C1=CC=NN1)NCCC(CO)O)=O)(F)F (N-(4-(Chlorodifluoromethoxy)phenyl)-6-((3,4-dihydroxybutyl)amino)-5-(1H-pyrazol-5-yl)nicotinamide). As a reaction SMILES: C(=O)=O.CCO.[Cl:7][C:8]([F:38])([F:37])[O:9][C:10]1[CH:15]=[CH:14][C:13]([NH:16][C:17](=[O:36])[C:18]2[CH:23]=[C:22]([C:24]3[NH:28][N:27]=[CH:26][CH:25]=3)[C:21]([NH:29][CH2:30][CH2:31][CH:32]([OH:35])[CH2:33][OH:34])=[N:20][CH:19]=2)=[CH:12][CH:11]=1>>[Cl:7][C:8]([F:37])([F:38])[O:9][C:10]1[CH:15]=[CH:14][C:13]([NH:16][C:17](=[O:36])[C:18]2[CH:23]=[C:22]([C:24]3[NH:28][N:27]=[CH:26][CH:25]=3)[C:21]([NH:29][CH2:30][CH2:31][C@H:32]([OH:35])[CH2:33][OH:34])=[N:20][CH:19]=2)=[CH:12][CH:11]=1 |f:0.1|. The reactants are CO, Cl, CCOC(=O)c1c(-c2ccc(F)cc2)oc2ccc(O)c(F)c12, [Na+], [OH-], O. Product: O=C(O)c1c(-c2ccc(F)cc2)oc2ccc(O)c(F)c12. As a reaction SMILES: [CH3:28][OH:29].[ClH:26].[F:1][c:2]1[c:3]([OH:23])[cH:4][cH:5][c:6]2[c:7]1[c:8]([C:18](=[O:19])[O:20][CH2:21][CH3:22])[c:9](-[c:11]1[cH:12][cH:13][c:14]([F:17])[cH:15][cH:16]1)[o:10]2.[Na+:25].[OH-:24].[OH2:27]>>[F:1][c:2]1[c:3]([OH:23])[cH:4][cH:5][c:6]2[c:7]1[c:8]([C:18](=[O:19])[OH:20])[c:9](-[c:11]1[cH:12][cH:13][c:14]([F:17])[cH:15][cH:16]1)[o:10]2.